This data is from the Open Reaction Database (ORD), a public repository of structured organic reaction records. The task is: describe an organic reaction: reactants, conditions, products, and yield Reactants: CON(C(=O)C1=CN(C2=CC=CC=C2C1=O)CC1=CC(=CC=C1)Cl)C (1-(3-chloro-benzyl)-4-oxo-1,4-dihydro-quinoline-3-carboxylic acid methoxy-methyl-amide), white powder, IC=1C=C(C(=NC1)OC)C (5-iodo-2-methoxy-3-methyl-pyridine), C(C)(C)[Mg]Cl (isopropylmagnesium chloride). Solvent: C1CCOC1 (THF), C1CCOC1 (THF). Yields the product ClC=1C=C(CN2C=C(C(C3=CC=CC=C23)=O)C(=O)C=2C=NC(=C(C2)C)OC)C=CC1 (1-(3-Chloro-benzyl)-3-(6-methoxy-5-methyl-pyridine-3-carbonyl)-1H-quinolin-4-one). RXN SMILES: CON(C)[C:4]([C:6]1[C:15](=[O:16])[C:14]2[C:9](=[CH:10][CH:11]=[CH:12][CH:13]=2)[N:8]([CH2:17][C:18]2[CH:23]=[CH:22][CH:21]=[C:20]([Cl:24])[CH:19]=2)[CH:7]=1)=[O:5].I[C:27]1[CH:28]=[C:29]([CH3:35])[C:30]([O:33][CH3:34])=[N:31][CH:32]=1.C([Mg]Cl)(C)C>C1COCC1>[Cl:24][C:20]1[CH:19]=[C:18]([CH:23]=[CH:22][CH:21]=1)[CH2:17][N:8]1[C:9]2[C:14](=[CH:13][CH:12]=[CH:11][CH:10]=2)[C:15](=[O:16])[C:6]([C:4]([C:27]2[CH:32]=[N:31][C:30]([O:33][CH3:34])=[C:29]([CH3:35])[CH:28]=2)=[O:5])=[CH:7]1. Procedure details: Experimental conditions analogous to those described for Step 6 of Example 60, from 119 mg (0.33 mmol) of 1-(3-chloro-benzyl)-4-oxo-1,4-dihydro-quinoline-3-carboxylic acid methoxy-methyl-amide in 1 mL THF and 183 mg (0.73 mmol) of 5-iodo-2-methoxy-3-methyl-pyridine in 1 mL THF with 0.38 mL 2M isopropylmagnesium chloride. Yield: 86 mg of a white powder. LC-MSD, m/z for C24H19ClN2O3 [M+H]+=419.1, 421.1; HPLC retention time: 3.1 min. Yields the product CC(C)OC(=O)N1CCC(Oc2cc(=O)n(-c3ccc(C#N)c(F)c3)cc2Cl)CC1. RXN SMILES: [CH3:32][S:33]([c:34]1[cH:35][cH:36][c:37](-[n:38]2[cH:39][cH:40][c:41]([O:42][CH:43]3[CH2:44][CH2:45][N:46]([C:47]([O:48][C:49]([CH3:50])([CH3:51])[CH3:52])=[O:53])[CH2:54][CH2:55]3)[cH:56][c:57]2=[O:58])[cH:59][cH:60]1)(=[O:61])=[O:62].[Cl:1][c:2]1[c:3]([O:18][CH:19]2[CH2:20][CH2:21][N:22]([C:25](=[O:26])[O:27][C:28]([CH3:29])([CH3:30])[CH3:31])[CH2:23][CH2:24]2)[cH:4][c:5](=[O:17])[n:6](-[c:8]2[cH:9][c:10]([F:16])[c:11]([C:14]#[N:15])[cH:12][cH:13]2)[cH:7]1.[Cl:63][C:64]([O:65][CH:66]([CH3:67])[C:68]([F:69])([F:70])[F:71])=[O:72]>>[Cl:1][c:2]1[c:3]([O:18][CH:19]2[CH2:20][CH2:21][N:22]([C:25](=[O:26])[O:27][CH:28]([CH3:29])[CH3:30])[CH2:23][CH2:24]2)[cH:4][c:5](=[O:17])[n:6](-[c:8]2[cH:9][c:10]([F:16])[c:11]([C:14]#[N:15])[cH:12][cH:13]2)[cH:7]1. Starting materials: CC(C)(C)OC(=O)N1CCC(Oc2ccn(-c3ccc(S(C)(=O)=O)cc3)c(=O)c2)CC1, CC(C)(C)OC(=O)N1CCC(Oc2cc(=O)n(-c3ccc(C#N)c(F)c3)cc2Cl)CC1, CC(OC(=O)Cl)C(F)(F)F. The reactants are Nc1ccc2c(c1)C(=Cc1ccnc3ccccc13)C(=O)N2, CS(=O)(=O)Cl, c1ccncc1. The product is CS(=O)(=O)Nc1ccc2c(c1)C(=Cc1ccnc3ccccc13)C(=O)N2. Reaction SMILES: [NH2:1][c:2]1[cH:3][c:4]2[c:8]([cH:9][cH:10]1)[NH:7][C:6](=[O:11])[C:5]2=[CH:12][c:13]1[cH:14][cH:15][n:16][c:17]2[cH:18][cH:19][cH:20][cH:21][c:22]12.[S:23](=[O:24])(=[O:25])([CH3:26])[Cl:27].[cH:28]1[cH:29][cH:30][n:31][cH:32][cH:33]1>>[NH:1]([c:2]1[cH:3][c:4]2[c:8]([cH:9][cH:10]1)[NH:7][C:6](=[O:11])[C:5]2=[CH:12][c:13]1[cH:14][cH:15][n:16][c:17]2[cH:18][cH:19][cH:20][cH:21][c:22]12)[S:23](=[O:24])(=[O:25])[CH3:26]. Reactants: NC1=NC(=NC(=N1)CC1=C(C=CC=C1Cl)Cl)NC1=CC=C(C#N)C=C1 (4-[[4-amino-6-[(2,6-dichlorophenyl)methyl]-1,3,5-triazin-2-yl]amino]benzonitrile), C(C)(=O)OC(C)=O (acetic acid anhydride). Product: C(#N)C1=CC=C(C=C1)NC1=NC(=NC(=N1)CC1=C(C=CC=C1Cl)Cl)NC(C)=O (N-[4-[(4-cyanophenyl)amino]-6-[(2,6-dichlorophenyl)methyl]-1,3,5-triazin-2-yl]-acetamide). Yield: 45.0%. RXN SMILES: [NH2:1][C:2]1[N:7]=[C:6]([CH2:8][C:9]2[C:14]([Cl:15])=[CH:13][CH:12]=[CH:11][C:10]=2[Cl:16])[N:5]=[C:4]([NH:17][C:18]2[CH:25]=[CH:24][C:21]([C:22]#[N:23])=[CH:20][CH:19]=2)[N:3]=1.[C:26](OC(=O)C)(=[O:28])[CH3:27]>>[C:22]([C:21]1[CH:20]=[CH:19][C:18]([NH:17][C:4]2[N:5]=[C:6]([CH2:8][C:9]3[C:14]([Cl:15])=[CH:13][CH:12]=[CH:11][C:10]=3[Cl:16])[N:7]=[C:2]([NH:1][C:26](=[O:28])[CH3:27])[N:3]=2)=[CH:25][CH:24]=1)#[N:23]. Procedure details: Compound (1) (0.00135 mol) and acetic acid anhydride (20 ml) were combined and heated to reflux for 10 minutes. The reaction mixture was then removed from the oil bath and cooled to RT. The precipitate was filtered off, yielding 0.25 g (45%) of N-[4-[(4-cyanophenyl)amino]-6-[(2,6-dichlorophenyl)methyl]-1,3,5-triazin-2-yl]-acetamide (compound 22). Starting materials: ClC=1C=C(C=C(C1)Cl)S(=O)(=O)NC1=CC=C2C(=CN(C2=C1)C)C(=O)O (6-(3,5-dichloro-phenylsulphonylamino)-1-methyl-1H-indole-3-carboxylic acid), C(C)(C)N(CC)C(C)C (N,N-diisopropyl-N-ethyl-amine), N1(N=NC2=C1C=CC=C2)OC(=[N+](C)C)N(C)C.F[B-](F)(F)F (O-(benzotriazol-1-yl)-N,N,N′,N′-tetramethyluronium tetrafluoroborate), solution, CNC (dimethylamine). The solvent is C(C)(=O)OCC (ethyl acetate), O (water), CN(C=O)C (dimethylformamide), O1CCCC1 (tetrahydrofuran). Conditions: time 15 minute. The product is CN(C(=O)C1=CN(C2=CC(=CC=C12)NS(=O)(=O)C1=CC(=CC(=C1)Cl)Cl)C)C (6-(3,5-dichloro-phenylsulphonylamino)-1-methyl-1H-indole-3-carboxylic acid-dimethylamide). Reaction SMILES: [Cl:1][C:2]1[CH:3]=[C:4]([S:9]([NH:12][C:13]2[CH:21]=[C:20]3[C:16]([C:17]([C:23](O)=[O:24])=[CH:18][N:19]3[CH3:22])=[CH:15][CH:14]=2)(=[O:11])=[O:10])[CH:5]=[C:6]([Cl:8])[CH:7]=1.[CH:26]([N:29](C(C)C)[CH2:30]C)(C)C.N1(OC(N(C)C)=[N+](C)C)C2C=CC=CC=2N=N1.F[B-](F)(F)F.CNC>CN(C)C=O.O1CCCC1.C(OCC)(=O)C.O>[CH3:26][N:29]([CH3:30])[C:23]([C:17]1[C:16]2[C:20](=[CH:21][C:13]([NH:12][S:9]([C:4]3[CH:3]=[C:2]([Cl:1])[CH:7]=[C:6]([Cl:8])[CH:5]=3)(=[O:10])=[O:11])=[CH:14][CH:15]=2)[N:19]([CH3:22])[CH:18]=1)=[O:24] |f:2.3|. Procedure details: 300 mg 6-(3,5-dichloro-phenylsulphonylamino)-1-methyl-1H-indole-3-carboxylic acid are dissolved in 2 ml dimethylformamide, combined with 319 μl N,N-diisopropyl-N-ethyl-amine and 241 mg O-(benzotriazol-1-yl)-N,N,N′,N′-tetramethyluronium-tetrafluoroborate (TBTU) and stirred for 15 minutes at ambient temperature. 751 μl of a 2 M solution of dimethylamine in tetrahydrofuran are added and the mixture is stirred overnight at ambient temperature. Then it is divided between water and ethyl acetate, the ... Starting materials: C(C)(=O)Cl (acetyl chloride), OC1=CC2=C(C(C(O2)=CC2=CC=3OCOC3C=C2)=O)C=C1 (6-hydroxy-2-piperonylidene-3(2H)-benzofuranone), C(C)(=O)OCC (ethyl acetate). Run in N1=CC=CC=C1 (pyridine). Yields the product C(C)(=O)OC1=CC2=C(C(C(O2)=CC2=CC=3OCOC3C=C2)=O)C=C1 (6-acetoxy-2-piperonylidene-3(2H)-benzofuranone). As a reaction SMILES: [OH:1][C:2]1[CH:21]=[CH:20][C:5]2[C:6](=[O:19])[C:7](=[CH:9][C:10]3[CH:18]=[CH:17][C:16]4[O:15][CH2:14][O:13][C:12]=4[CH:11]=3)[O:8][C:4]=2[CH:3]=1.[C:22](Cl)(=[O:24])[CH3:23].C(OCC)(=O)C>N1C=CC=CC=1>[C:22]([O:1][C:2]1[CH:21]=[CH:20][C:5]2[C:6](=[O:19])[C:7](=[CH:9][C:10]3[CH:18]=[CH:17][C:16]4[O:15][CH2:14][O:13][C:12]=4[CH:11]=3)[O:8][C:4]=2[CH:3]=1)(=[O:24])[CH3:23]. Procedure: After 6-hydroxy-2-piperonylidene-3(2H)-benzofuranone 0.5 g was dissolved in pyridine 5 ml, acetyl chloride 0.2 ml was added, and the mixture was refluxed for two hours. The reaction mixture was cooled to room temperature, ethyl acetate 50 ml was added, and the mixture was washed with 2N-hydrochloric acid 50 ml twice. After the ethyl acetate solution was dehydrated with anhydrous magnesium sulfate, it was concentrated under reduced pressure. The crude extract was fractionated by silica gel column...